Dataset: the Open Reaction Database (ORD), a public repository of structured organic reaction records. Task: describe an organic reaction: reactants, conditions, products, and yield Reactants: C[Si]1(N[Si](N[Si](N[Si](N1)(C)C)(C)C)(C)C)C (octamethyl cyclotetrasilazane). The reagents and catalysts are C[Si]1(N[Si](N[Si](N[Si](N1)(C)C)(C)C)(C)C)C (octamethyl cyclotetrasilazane), NC1=CC(=C(C=C1)C)S(=O)(=O)O (p-toluidine-m-sulfonic acid). Conditions: temperature 97 celsius. Yields the product C[Si]1(N[Si](N[Si](N1)(C)C)(C)C)C (hexamethyl cyclotrisilazane). Reaction SMILES: C[Si]1(C)[NH:9][Si:8]([CH3:11])([CH3:10])[NH:7][Si:6]([CH3:13])([CH3:12])[NH:5][Si:4]([CH3:15])([CH3:14])N1>C[Si]1(C)N[Si](C)(C)N[Si](C)(C)N[Si](C)(C)N1.NC1C=CC(C)=C(S(O)(=O)=O)C=1>[CH3:15][Si:4]1([CH3:14])[NH:5][Si:6]([CH3:12])([CH3:13])[NH:7][Si:8]([CH3:10])([CH3:11])[NH:9]1. Procedure: A 200 ml volume glass flask equipped with a stirring machine, a condenser, a distillation column and a tube for distilling off the resulting product was provided. 73 g of octamethyl cyclotetrasilazane and 3.65 g of p-toluidine-m-sulfonic acid as a catalyst were introduced into the glass flask and the content of the flask was heated to 97° C. The content of the flask was stirred after it was confirmed that the octamethyl cyclotetrasilazane was completely molten. When the internal pressure of the ... Reactants: ClC1=C(C=O)C=CC=C1Cl (2,3-dichlorobenzaldehyde), C(CC(=O)C)(=O)OCCN(C)CC1=CC=CC=C1 (2-(N-benzyl-N-methylamino)ethyl acetoacetate), N\C(=C/C(=O)OC)\C (methyl 3-aminocrotonate). Product: CC=1NC(=C(C(C1C(=O)OCCN(C)CC1=CC=CC=C1)C1=C(C(=CC=C1)Cl)Cl)C(=O)OC)C (2-(N-benzyl-N-methylamino)ethyl methyl 2,6-dimethyl-4-(2,3-dichlorophenyl)-1,4-dihydropyridine-3,5-dicarboxylate). Isolated yield 59.6%. RXN SMILES: [Cl:1][C:2]1[C:9]([Cl:10])=[CH:8][CH:7]=[CH:6][C:3]=1[CH:4]=O.[C:11]([O:17][CH2:18][CH2:19][N:20]([CH2:22][C:23]1[CH:28]=[CH:27][CH:26]=[CH:25][CH:24]=1)[CH3:21])(=[O:16])[CH2:12][C:13]([CH3:15])=O.[NH2:29]/[C:30](/[CH3:36])=[CH:31]\[C:32]([O:34][CH3:35])=[O:33]>>[CH3:15][C:13]1[NH:29][C:30]([CH3:36])=[C:31]([C:32]([O:34][CH3:35])=[O:33])[CH:4]([C:3]2[CH:6]=[CH:7][CH:8]=[C:9]([Cl:10])[C:2]=2[Cl:1])[C:12]=1[C:11]([O:17][CH2:18][CH2:19][N:20]([CH2:22][C:23]1[CH:28]=[CH:27][CH:26]=[CH:25][CH:24]=1)[CH3:21])=[O:16]. Procedure: To a solution of 350 mg of 2,3-dichlorobenzaldehyde in 2 ml of 2-prapanol were added 510 mg of 2-(N-benzyl-N-methylamino)ethyl acetoacetate and 250 mg of methyl 3-aminocrotonate. The mixture was refluxed for 12 hours. The solvent was distilled off in vacuo, and then the residue was chromatographed over silica gel with a mixture of chloroform and ethyl acetate as eluting solvents to yield 600 mg of the desired compound. The physical properties are as follows. Reactants: C(C)(C)(C)OC(N[C@@H]1CC[C@H](CC1)CCCCCBr)=O (trans-[4-(5-Bromo-pentyl)-cyclohexyl]-carbamic acid tert-butyl ester), CO (MeOH), Br (HBr), CO (MeOH), C(C)(=O)Br (acetylbromide). The solvent is C1(=CC=CC=C1)C (toluene). Run at time 16 hour. Yields the product BrCCCCC[C@@H]1CC[C@H](CC1)N (trans-4-(5-Bromo-pentyl)-cyclohexylamine). Isolated yield 129.2%. Reaction SMILES: C(OC(=O)[NH:7][C@H:8]1[CH2:13][CH2:12][C@H:11]([CH2:14][CH2:15][CH2:16][CH2:17][CH2:18][Br:19])[CH2:10][CH2:9]1)(C)(C)C.CO.Br.C(Br)(=O)C>C1(C)C=CC=CC=1>[Br:19][CH2:18][CH2:17][CH2:16][CH2:15][CH2:14][C@H:11]1[CH2:10][CH2:9][C@H:8]([NH2:7])[CH2:13][CH2:12]1. Procedure: At 0° C., a solution of 4.4 g (12.63 mmol) of trans-[4-(5-Bromo-pentyl)-cyclohexyl]-carbamic acid tert-butyl ester were received in 9 m MeOH was added to 40 ml of a HBr solution in MeOH (made by dropping at 0° C., 4.7 ml (63.07 mmol) of acetylbromide to 35 ml MeOH). The suspension was stirred for 16 h at RT, diluted with toluene and evaporated (2×). The residue was suspended in EtOAc (40 ml) cooled (−10 to −15° C.) and filtered to give 4.05 g (97%) of trans-4-(5-Bromo-pentyl)-cyclohexylamine as ... Starting materials: NC1=NC2=CC=CC=C2C(=C1)OC (2-amino-4-methoxyquinoline), BrCC(C(=O)OCC)=O (ethyl bromopyruvate). The solvent is C(OC)COC (dimethoxyethane). Yields the product COC1=CC=2N(C3=CC=CC=C13)C=C(N2)C(=O)OCC (ethyl 5-methoxyimidazo-[1,2-a]-quinoline-2-carboxylate). As a reaction SMILES: [NH2:1][C:2]1[CH:11]=[C:10]([O:12][CH3:13])[C:9]2[C:4](=[CH:5][CH:6]=[CH:7][CH:8]=2)[N:3]=1.Br[CH2:15][C:16](=O)[C:17]([O:19][CH2:20][CH3:21])=[O:18]>C(COC)OC>[CH3:13][O:12][C:10]1[C:9]2[C:4](=[CH:5][CH:6]=[CH:7][CH:8]=2)[N:3]2[CH:15]=[C:16]([C:17]([O:19][CH2:20][CH3:21])=[O:18])[N:1]=[C:2]2[CH:11]=1. Reported procedure: 350 mg of 2-amino-4-methoxyquinoline [Grout et al., J. C. S. Perkin I, (1973), p. 1314] were dissolved in 10 ml dimethoxyethane and 390 mg of ethyl bromopyruvate were added thereto. The crystalline intermediate thus formed was filtered off, washed with ether and then was dissolved in ethanol. The solution obtained was refluxed for 1 hour and then the solvent was removed under vacuum. The residue was purified by column chromatography (silica gel--chloroform as eluant) and was crystallized from ch... The reactants are C1(=CC=CC=C1)C(=O)C(O)C1=CC=CC=C1 (benzoin), BrCCCCCCCC(=O)O (8-bromooctanoic acid), C1(CCCCC1)N=C=NC1CCCCC1 (1,3-dicyclo-hexylcarbodiimide), O1CCCC1 (tetrahydrofuran). Reagents/catalysts: CN(C1=CC=NC=C1)C (4-dimethylaminopyridine). Run in CCCCCC (hexane). Conditions: time 20 hour. Yields the product BrCCCCCCCC(=O)OC(C(C1=CC=CC=C1)=O)C1=CC=CC=C1 (2-oxo-1,2- diphenyl-ethyl 8-bromooctanoate). Yield: 58.0%. RXN SMILES: [C:1]1([C:7]([CH:9]([C:11]2[CH:16]=[CH:15][CH:14]=[CH:13][CH:12]=2)[OH:10])=[O:8])[CH:6]=[CH:5][CH:4]=[CH:3][CH:2]=1.[Br:17][CH2:18][CH2:19][CH2:20][CH2:21][CH2:22][CH2:23][CH2:24][C:25](O)=[O:26].C1(N=C=NC2CCCCC2)CCCCC1.O1CCCC1>CN(C)C1C=CN=CC=1.CCCCCC>[Br:17][CH2:18][CH2:19][CH2:20][CH2:21][CH2:22][CH2:23][CH2:24][C:25]([O:8][CH:7]([C:1]1[CH:2]=[CH:3][CH:4]=[CH:5][CH:6]=1)[C:9](=[O:10])[C:11]1[CH:16]=[CH:15][CH:14]=[CH:13][CH:12]=1)=[O:26]. Reported procedure: A mixture of benzoin (26.15 g), 8-bromooctanoic acid (25.0 g), 4-dimethylaminopyridine (1.35 g), 1,3-dicyclo-hexylcarbodiimide (25.4 g) and dry tetrahydrofuran (350 ml) was stirred under nitrogen at room temperature for 20 hours. The reaction mixture was filtered and the filtrate was evaporated to dryness in vacuo. The residue was dissolved in dichloromethane (350 ml), washed with 5% aqueous hydrochloric acid (3×175 ml), saturated sodium hydrogen carbonate solution (2×200 ml), saturated sodium c... Reactants: CS(=O)(=O)Nc1ccccc1, O, CCC(C(=O)O)c1ccccc1. Product: CCC(C(=O)c1ccc(NS(C)(=O)=O)cc1)c1ccccc1. RXN SMILES: [CH3:1][S:2](=[O:3])(=[O:4])[NH:5][c:6]1[cH:7][cH:8][cH:9][cH:10][cH:11]1.[OH2:24].[c:12]1([CH:18]([C:19](=[O:20])[OH:21])[CH2:22][CH3:23])[cH:13][cH:14][cH:15][cH:16][cH:17]1>>[CH3:1][S:2](=[O:3])(=[O:4])[NH:5][c:6]1[cH:7][cH:8][c:9]([C:19]([CH:18]([c:12]2[cH:13][cH:14][cH:15][cH:16][cH:17]2)[CH2:22][CH3:23])=[O:20])[cH:10][cH:11]1. Reactants: C(C)OC(CCC1=C(C=CC(=C1)OCCCC(=O)OCC)OCCCCCOC(C)=O)=O (2-[[5-(acetyloxy)pentyl]oxy]-5-(4-ethoxy-4-oxobutoxy)benzenepropanoic acid ethyl ester), O.C1(=CC=C(C=C1)S(=O)(=O)O)C (p-toluenesulfonic acid monohydrate). Solvent: C(C)O (ethanol). Reaction conditions: time 21 hour. Yields the product C(C)OC(CCC1=C(C=CC(=C1)OCCCC(=O)OCC)OCCCCCO)=O (2-[(5-hydroxypentyl)oxy]-5-(4-ethoxy-4-oxobutoxy)benzenepropanoic acid ethyl ester). The yield is 66.4%. Reaction SMILES: [CH2:1]([O:3][C:4](=[O:32])[CH2:5][CH2:6][C:7]1[CH:12]=[C:11]([O:13][CH2:14][CH2:15][CH2:16][C:17]([O:19][CH2:20][CH3:21])=[O:18])[CH:10]=[CH:9][C:8]=1[O:22][CH2:23][CH2:24][CH2:25][CH2:26][CH2:27][O:28]C(=O)C)[CH3:2].O.C1(C)C=CC(S(O)(=O)=O)=CC=1>C(O)C>[CH2:1]([O:3][C:4](=[O:32])[CH2:5][CH2:6][C:7]1[CH:12]=[C:11]([O:13][CH2:14][CH2:15][CH2:16][C:17]([O:19][CH2:20][CH3:21])=[O:18])[CH:10]=[CH:9][C:8]=1[O:22][CH2:23][CH2:24][CH2:25][CH2:26][CH2:27][OH:28])[CH3:2] |f:1.2|. Procedure: A solution of 1.0 g (2.2 mmol) of 2-[[5-(acetyloxy)pentyl]oxy]-5-(4-ethoxy-4-oxobutoxy)benzenepropanoic acid ethyl ester from the preceding example, and 0.018 g of p-toluenesulfonic acid monohydrate in 10 mL of ethanol was stirred and refluxed for 30 hr and stirred at room temperature for 21 hr. Most of the ethanol was removed in vacuo and the residue was diluted with water and worked-up with ether in the usual manner (the combined ether extracts were additionally washed with saturated aqueous s...